This data is from the Open Reaction Database (ORD), a public repository of structured organic reaction records. The task is: describe an organic reaction: reactants, conditions, products, and yield Starting materials: Cc1ccccc1, CC(C)OC(=O)CCCCCCN1C(=O)OCCC1C=CC(=O)C(F)(F)c1ccccc1. Yields the product CC(C)OC(=O)CCCCCCN1C(=O)OCCC1C=CC(O)C(F)(F)c1ccccc1. RXN SMILES: [CH3:33][c:34]1[cH:35][cH:36][cH:37][cH:38][cH:39]1.[F:1][C:2]([C:3]([CH:4]=[CH:5][CH:6]1[N:7]([CH2:13][CH2:14][CH2:15][CH2:16][CH2:17][CH2:18][C:19](=[O:20])[O:21][CH:22]([CH3:23])[CH3:24])[C:8](=[O:12])[O:9][CH2:10][CH2:11]1)=[O:25])([c:26]1[cH:27][cH:28][cH:29][cH:30][cH:31]1)[F:32]>>[F:1][C:2]([CH:3]([CH:4]=[CH:5][CH:6]1[N:7]([CH2:13][CH2:14][CH2:15][CH2:16][CH2:17][CH2:18][C:19](=[O:20])[O:21][CH:22]([CH3:23])[CH3:24])[C:8](=[O:12])[O:9][CH2:10][CH2:11]1)[OH:25])([c:26]1[cH:27][cH:28][cH:29][cH:30][cH:31]1)[F:32]. The reactants are ClC1=CC=C(C=C1)CC#N (4-Chlorophenylacetonitrile), BrBr (Bromine). The reagents and catalysts are Br (hydrobromic acid). Run in C1=CC=CC=C1 (Benzene). Conditions: temperature 25 celsius. Product: ClC1=CC=C(C=C1)C(C#N)Br (4-chlorophenyl-α-bromoacetonitrile). Yield: 57.0%. Reaction SMILES: [Cl:1][C:2]1[CH:7]=[CH:6][C:5]([CH2:8][C:9]#[N:10])=[CH:4][CH:3]=1.[Br:11]Br>Br.C1C=CC=CC=1>[Cl:1][C:2]1[CH:7]=[CH:6][C:5]([CH:8]([Br:11])[C:9]#[N:10])=[CH:4][CH:3]=1. Procedure details: 4-Chlorophenylacetonitrile (303.2 g., 2.0 mole) is heated to 90°C. on a steam bath and 48% hydrobromic acid (5drops) is added. Bromine (336 g., 2.1 mole) is then added dropwise to the stirred melt over a 1-hour period at 90° -95°C. The reaction mixture is heated an additional 15 minutes and then cooled. Benzene (300 ml.) is then added and 100 ml. of the benzene is removed by distillation at 80°C. The solution is cooled, filtered and the benzene removed to afford 435.5 g. of crude product which i... Run in C(C)OCCO (2-ethoxyethanol). The reactants are NC1=C(N[C@H](CC(=O)OC(C)(C)C)C2=CC=CC=C2)C=CC=C1 (tert-butyl (3R)-3-(2-aminoanilino)-3-phenylpropanoate), C(C)(=O)O.C(=N)N (formamidine acetate). Run at temperature 80 celsius. The product is N1(C=NC2=C1C=CC=C2)[C@H](CC(=O)OC(C)(C)C)C2=CC=CC=C2 (tert-Butyl (3R)-3-(1H-benzimidazol-1-yl)-3-phenylpropanoate), Phase I. Procedure: To a solution of tert-butyl (3R)-3-(2-aminoanilino)-3-phenylpropanoate (78 mg, 250 μmol) in 2-ethoxyethanol (2 mL), was added formamidine acetate (41 mg, 394 μmol). The solution was heated at 80° C. for 1.75 hours, and was then evaporated in vacuo. The residue was purified by flash column chromatography on silica gel, eluting with a mixture of dichloromethane and methanol (98:2) to afford the title compound, [LCMS (Method A, Mobile Phase I) RT=6.30 min, MH+ 323]. Reaction SMILES: [NH2:1][C:2]1[CH:23]=[CH:22][CH:21]=[CH:20][C:3]=1[NH:4][C@@H:5]([C:14]1[CH:19]=[CH:18][CH:17]=[CH:16][CH:15]=1)[CH2:6][C:7]([O:9][C:10]([CH3:13])([CH3:12])[CH3:11])=[O:8].[C:24](O)(=O)C.C(N)=N>C(OCCO)C>[N:4]1([C@@H:5]([C:14]2[CH:19]=[CH:18][CH:17]=[CH:16][CH:15]=2)[CH2:6][C:7]([O:9][C:10]([CH3:13])([CH3:12])[CH3:11])=[O:8])[C:3]2[CH:20]=[CH:21][CH:22]=[CH:23][C:2]=2[N:1]=[CH:24]1 |f:1.2|. The yield is 64.4%. Procedure: p-Toluenesulfonic acid monohydrate (39 mg, 0.20 mmol) was added to a solution of 2-mesityl-3-pyridinamine (3.9 g, 18 mmol) and α-acetyl-γ-butyrolactone (4.7 g, 37 mmol) in toluene (80 mL). The mixture was heated under reflux for seven days while removing water using Dean-Stark apparatus. The mixture was evaporated, and the resulting crystals were washed with 60% diethyl ether/ethyl acetate, to give the title compound (3.74 g) as white crystals. Reagents/catalysts: O.C1(=CC=C(C=C1)S(=O)(=O)O)C (p-Toluenesulfonic acid monohydrate). Reactants: C1(=C(C(=CC(=C1)C)C)C1=NC=CC=C1N)C (2-mesityl-3-pyridinamine), C(C)(=O)C1C(=O)OCC1 (α-acetyl-γ-butyrolactone). The product is C1(=C(C(=CC(=C1)C)C)C1=NC=CC=C1NC(C)=C1C(OCC1)=O)C (3-1-[(2-Mesityl-3-pyridyl)amino]ethylidenetetrahydro-2-furanone). Run in C1(=CC=CC=C1)C (toluene). Reaction SMILES: [C:1]1([CH3:16])[CH:6]=[C:5]([CH3:7])[CH:4]=[C:3]([CH3:8])[C:2]=1[C:9]1[C:14]([NH2:15])=[CH:13][CH:12]=[CH:11][N:10]=1.[C:17]([CH:20]1[CH2:25][CH2:24][O:23][C:21]1=[O:22])(=O)[CH3:18]>C1(C)C=CC=CC=1.O.C1(C)C=CC(S(O)(=O)=O)=CC=1>[C:1]1([CH3:16])[CH:6]=[C:5]([CH3:7])[CH:4]=[C:3]([CH3:8])[C:2]=1[C:9]1[C:14]([NH:15][C:17](=[C:20]2[CH2:25][CH2:24][O:23][C:21]2=[O:22])[CH3:18])=[CH:13][CH:12]=[CH:11][N:10]=1 |f:3.4|.